The task is: describe an organic reaction: reactants, conditions, products, and yield. This data is from the Open Reaction Database (ORD), a public repository of structured organic reaction records. Starting materials: ClC1=C(C(=O)O)C=C(C(=C1)F)F (2-chloro-4,5-difluorobenzoic acid), Cl.CN(CCCN=C=NCC)C (N-[3-(dimethylamino)propyl]-N′-ethylcarbodiimide hydrochloride), ON1C(CCC1=O)=O (N-hydroxysuccinimide), N (ammonia). Run in CN(C=O)C (N,N-dimethylformamide), O (Water). Run at time 1 hour. The product is ClC1=C(C(=O)N)C=C(C(=C1)F)F (2-chloro-4,5-difluorobenzamide). The yield is 76.4%. Reaction SMILES: [Cl:1][C:2]1[CH:10]=[C:9]([F:11])[C:8]([F:12])=[CH:7][C:3]=1[C:4](O)=[O:5].Cl.C[N:15](C)CCCN=C=NCC.ON1C(=O)CCC1=O.N>CN(C)C=O.O>[Cl:1][C:2]1[CH:10]=[C:9]([F:11])[C:8]([F:12])=[CH:7][C:3]=1[C:4]([NH2:15])=[O:5] |f:1.2|. Reported procedure: To a solution (20 mL) of 2-chloro-4,5-difluorobenzoic acid (1.0 g) in N,N-dimethylformamide were added N-[3-(dimethylamino)propyl]-N′-ethylcarbodiimide hydrochloride (1.15 g) and N-hydroxysuccinimide (717 mg) under ice-cooling, and the mixture was stirred at room temperature for 1 hr. To the reaction mixture was added 28% aqueous ammonia solution (2 mL) under ice-cooling, and the mixture was stirred at room temperature for 30 min. Water was added to the mixture and the mixture was extracted with... Starting materials: CCOP(O)C(NC(=O)OCc1ccccc1)C(C)C, C=C(C(=O)OC)c1cccc(CNC(=O)OC(C)(C)C)c1, CCN(C(C)C)C(C)C, ClCCl. Product: CCOP(=O)(CC(C(=O)OC)c1cccc(CNC(=O)OC(C)(C)C)c1)C(NC(=O)OCc1ccccc1)C(C)C. RXN SMILES: [CH2:1]([CH3:2])[O:3][P:4]([OH:5])[CH:6]([CH:7]([CH3:8])[CH3:9])[NH:10][C:11](=[O:12])[O:13][CH2:14][c:15]1[cH:16][cH:17][cH:18][cH:19][cH:20]1.[CH3:30][O:31][C:32]([C:33](=[CH2:34])[c:35]1[cH:36][c:37]([CH2:41][NH:42][C:43](=[O:44])[O:45][C:46]([CH3:47])([CH3:48])[CH3:49])[cH:38][cH:39][cH:40]1)=[O:50].[CH:21]([N:22]([CH2:23][CH3:24])[CH:25]([CH3:26])[CH3:27])([CH3:28])[CH3:29].[Cl:51][CH2:52][Cl:53]>>[CH2:1]([CH3:2])[O:3][P:4](=[O:5])([CH:6]([CH:7]([CH3:8])[CH3:9])[NH:10][C:11](=[O:12])[O:13][CH2:14][c:15]1[cH:16][cH:17][cH:18][cH:19][cH:20]1)[CH2:34][CH:33]([C:32]([O:31][CH3:30])=[O:50])[c:35]1[cH:36][c:37]([CH2:41][NH:42][C:43](=[O:44])[O:45][C:46]([CH3:47])([CH3:48])[CH3:49])[cH:38][cH:39][cH:40]1.